This data is from the Open Reaction Database (ORD), a public repository of structured organic reaction records. The task is: describe an organic reaction: reactants, conditions, products, and yield The reactants are ClC=1N=C(C2=C(N1)C=C(S2)CNC)N2CCOCC2 ((2-Chloro-4-morpholin-4-yl-thieno[3,2-d]pyrimidin-6-ylmethyl)-methylamine), CC1(OB(OC1(C)C)C=1C=C2C(=NC1)NC=C2)C (5-(4,4,5,5-tetramethyl-[1.3.2]dioxaborolan-2-yl)-1H-pyrrolo[2,3-b]pyridine). The product is CNCC1=CC=2N=C(N=C(C2S1)N1CCOCC1)C=1C=C2C(=NC1)NC=C2 (N-methyl(4-morpholino-2-(1H-pyrrolo[2,3-b]pyridin-5-yl)thieno[3,2-d]pyrimidin-6-yl)methanamine). Reaction SMILES: Cl[C:2]1[N:3]=[C:4]([N:14]2[CH2:19][CH2:18][O:17][CH2:16][CH2:15]2)[C:5]2[S:10][C:9]([CH2:11][NH:12][CH3:13])=[CH:8][C:6]=2[N:7]=1.CC1(C)C(C)(C)OB([C:28]2[CH:29]=[C:30]3[CH:36]=[CH:35][NH:34][C:31]3=[N:32][CH:33]=2)O1>>[CH3:13][NH:12][CH2:11][C:9]1[S:10][C:5]2[C:4]([N:14]3[CH2:19][CH2:18][O:17][CH2:16][CH2:15]3)=[N:3][C:2]([C:28]3[CH:29]=[C:30]4[CH:36]=[CH:35][NH:34][C:31]4=[N:32][CH:33]=3)=[N:7][C:6]=2[CH:8]=1. Procedure details: (2-Chloro-4-morpholin-4-yl-thieno[3,2-d]pyrimidin-6-ylmethyl)-methylamine and 5-(4,4,5,5-tetramethyl-[1.3.2]dioxaborolan-2-yl)-1H-pyrrolo[2,3-b]pyridine were reacted according to the General Procedure A to give 437. NMR (DMSO, 400 MHz), 2.35 (3H, s), 3.78-3.82 (4H, m), 3.99-4.06 (6H, m), 6.54 (1H, s) 7.36 (1H, s), 7.48-7.51 (1H, m), 8.97 (1H, s), 9.28 (1H, s). MS: (ESI+): MH+=381 Starting materials: BrB(Br)Br, ClCCl, Cl, CC(C)CC1C(=O)NC(C2Cc3ccccc3C2)C(=O)N1C(C(=O)Nc1ccccc1OCc1ccccc1)c1ccc2sccc2c1. Product: CC(C)CC1C(=O)NC(C2Cc3ccccc3C2)C(=O)N1C(C(=O)Nc1ccccc1O)c1ccc2sccc2c1. Reaction SMILES: [B:49]([Br:50])([Br:51])[Br:52].[Cl:54][CH2:55][Cl:56].[ClH:53].[s:1]1[cH:2][cH:3][c:4]2[c:5]1[cH:6][cH:7][c:8]([CH:10]([C:11](=[O:12])[NH:13][c:14]1[c:15]([O:20][CH2:21][c:22]3[cH:23][cH:24][cH:25][cH:26][cH:27]3)[cH:16][cH:17][cH:18][cH:19]1)[N:28]1[C:29](=[O:48])[CH:30]([CH:39]3[CH2:40][c:41]4[cH:42][cH:43][cH:44][cH:45][c:46]4[CH2:47]3)[NH:31][C:32](=[O:38])[CH:33]1[CH2:34][CH:35]([CH3:36])[CH3:37])[cH:9]2>>[s:1]1[cH:2][cH:3][c:4]2[c:5]1[cH:6][cH:7][c:8]([CH:10]([C:11](=[O:12])[NH:13][c:14]1[c:15]([OH:20])[cH:16][cH:17][cH:18][cH:19]1)[N:28]1[C:29](=[O:48])[CH:30]([CH:39]3[CH2:40][c:41]4[cH:42][cH:43][cH:44][cH:45][c:46]4[CH2:47]3)[NH:31][C:32](=[O:38])[CH:33]1[CH2:34][CH:35]([CH3:36])[CH3:37])[cH:9]2. Starting materials: O1CCC(CC1)CC=O ((tetrahydropyran-4-yl)acetaldehyde), C[Si](N[Si](C)(C)C)(C)C.[K] (potassium hexamethyldisilazane), [Cl-].[NH4+] (ammonium chloride). The reagents and catalysts are [Br-].C[P+](C1=CC=CC=C1)(C1=CC=CC=C1)C1=CC=CC=C1 (Methyltriphenylphosphonium bromide). The solvent is O1CCCC1 (tetrahydrofuran), O1CCCC1 (tetrahydrofuran). Reaction conditions: temperature -78 celsius, time 1 hour. The product is C(C=C)C1CCOCC1 (4-(prop-2-en-1-yl)tetrahydro-2 H-pyran). Isolated yield 63.7%. RXN SMILES: [CH3:1][Si](C)(C)N[Si](C)(C)C.[K].[O:11]1[CH2:16][CH2:15][CH:14]([CH2:17][CH:18]=O)[CH2:13][CH2:12]1.[Cl-].[NH4+]>[Br-].C[P+](C1C=CC=CC=1)(C1C=CC=CC=1)C1C=CC=CC=1.O1CCCC1>[CH2:17]([CH:14]1[CH2:15][CH2:16][O:11][CH2:12][CH2:13]1)[CH:18]=[CH2:1] |f:0.1,3.4,5.6,^1:9|. Procedure: Methyltriphenylphosphonium bromide (2.18 g, 6.10 mmol) was suspended in tetrahydrofuran (50 mL) under an argon atmosphere, and potassium hexamethyldisilazane (toluene solution, 0.5 mol/L) (11.0 mL, 5.49 mmol) was added dropwise thereto at room temperature, followed by stirring for 1 hr. The reaction mixture was cooled to −78° C., a solution of (tetrahydropyran-4-yl)acetaldehyde (391 mg, 3.05 mmol) in tetrahydrofuran (10 mL) was added dropwise thereto, and the mixture was warmed to room temperatu... The yield is 51.0%. Solvent: C1CCOC1 (THF), C1CCOC1 (THF). The product is C1(CCCC1)N(C(CN1C2=C(N(C(CC1=O)=O)C1=CC=CC=C1)C=CC=C2)=O)C2=CC=C(C=C2)OC (N-Cyclopentyl-2-(2,4-dioxo-5-phenyl-2,3,4,5-tetrahydro-benzo[b][1,4]diazepin-1-yl)-N-(4-methoxy-phenyl)-acetamide). The reactants are C(CC(=O)Cl)(=O)Cl (Malonyl dichloride), C1(CCCC1)N(C(CNC1C=CC=CC1NC1=CC=CC=C1)=O)C1=CC=C(C=C1)OC (N-Cyclopentyl-N-(4-methoxy-phenyl)-2-(6-phenylamino-cyclohexa-2,4-dienylamino)-acetamide). Procedure details: To a stirred solution of 419 mg (1.01 mmol) N-Cyclopentyl-N-(4-methoxy-phenyl)-2-(6-phenylamino-cyclohexa-2,4-dienylamino)-acetamide, prepared as in Part B, in 5 mL THF is added 170 mg (1.21 mmol, 1.2 equiv) Malonyl dichloride dissolved in 2 mL THF dropwise at 0° C. The reaction is stirred 1 h at 0° C. followed by 18 h at ambient temperature. The solvent is removed in vacuo and the residue purified by flash chromatography on 15 g silica gel eluted with EtOAc/Hexanes (1:1, 300 mL). Appropriate fr... RXN SMILES: [CH:1]1([N:6]([C:24]2[CH:29]=[CH:28][C:27]([O:30][CH3:31])=[CH:26][CH:25]=2)[C:7](=[O:23])[CH2:8][NH:9][CH:10]2[CH:15]([NH:16][C:17]3[CH:22]=[CH:21][CH:20]=[CH:19][CH:18]=3)[CH:14]=[CH:13][CH:12]=[CH:11]2)[CH2:5][CH2:4][CH2:3][CH2:2]1.[C:32](Cl)(=[O:37])[CH2:33][C:34](Cl)=[O:35]>C1COCC1>[CH:1]1([N:6]([C:24]2[CH:25]=[CH:26][C:27]([O:30][CH3:31])=[CH:28][CH:29]=2)[C:7](=[O:23])[CH2:8][N:9]2[C:34](=[O:35])[CH2:33][C:32](=[O:37])[N:16]([C:17]3[CH:18]=[CH:19][CH:20]=[CH:21][CH:22]=3)[C:15]3[CH:14]=[CH:13][CH:12]=[CH:11][C:10]2=3)[CH2:2][CH2:3][CH2:4][CH2:5]1. Reaction conditions: temperature 0 celsius, time 1 hour. Reactants: CCCC(c1ccc(Br)cc1)n1ccnc1, CN1CCCC1, N#C[Cu]. Yields the product CCCC(c1ccc(C#N)cc1)n1ccnc1. RXN SMILES: [Br:1][c:2]1[cH:3][cH:4][c:5]([CH:8]([CH2:9][CH2:10][CH3:11])[n:12]2[cH:13][n:14][cH:15][cH:16]2)[cH:6][cH:7]1.[CH3:20][N:21]1[CH2:22][CH2:23][CH2:24][CH2:25]1.[Cu:17][C:18]#[N:19]>>[c:2]1([C:18]#[N:19])[cH:3][cH:4][c:5]([CH:8]([CH2:9][CH2:10][CH3:11])[n:12]2[cH:13][n:14][cH:15][cH:16]2)[cH:6][cH:7]1.